Dataset: the Open Reaction Database (ORD), a public repository of structured organic reaction records. Task: describe an organic reaction: reactants, conditions, products, and yield The reactants are C(CC)(=O)Cl (propanoyl chloride), FC=1C=C(C=CC1N1C(=NNC1=O)C[C@H]1CN(CC1)C(=O)OC(C)(C)C)C1=CC(=CC=C1)OC (1,1-dimethylethyl (3S)-3-({4-[3-fluoro-3′-(methyloxy)-4-biphenylyl]-5-oxo-4,5-dihydro-1H-1,2,4-triazol-3-yl}methyl)-1-pyrrolidinecarboxylate), solution, ice, [NH4+].[Cl-] (NH4Cl), Cl (HCl), C(CC)(=O)Cl (propanoyl chloride). The solvent is ClCCl (dichloromethane), ClCCl (Dichloromethane), O1CCOCC1 (dioxane), ClCCl (dichloromethane). Run at time 2 hour. Product: FC=1C=C(C=CC1N1C(NN=C1C[C@H]1CN(CC1)C(CC)=O)=O)C1=CC(=CC=C1)OC (4-[3-fluoro-3′-(methyloxy)-4-biphenylyl]-5-{[(3S)-1-propanoyl-3-pyrrolidinyl]methyl}-2,4-dihydro-3H-1,2,4-triazol-3-one). As a reaction SMILES: [F:1][C:2]1[CH:3]=[C:4]([C:27]2[CH:32]=[CH:31][CH:30]=[C:29]([O:33][CH3:34])[CH:28]=2)[CH:5]=[CH:6][C:7]=1[N:8]1[C:12](=[O:13])[NH:11][N:10]=[C:9]1[CH2:14][C@@H:15]1[CH2:19][CH2:18][N:17]([C:20]([O:22]C(C)(C)C)=O)[CH2:16]1.Cl.[C:36](Cl)(=O)[CH2:37]C.[NH4+].[Cl-]>O1CCOCC1.ClCCl>[F:1][C:2]1[CH:3]=[C:4]([C:27]2[CH:32]=[CH:31][CH:30]=[C:29]([O:33][CH3:34])[CH:28]=2)[CH:5]=[CH:6][C:7]=1[N:8]1[C:9]([CH2:14][C@@H:15]2[CH2:19][CH2:18][N:17]([C:20](=[O:22])[CH2:36][CH3:37])[CH2:16]2)=[N:10][NH:11][C:12]1=[O:13] |f:3.4|. Procedure details: Into a 4 mL screwcap vial was placed 1,1-dimethylethyl (3S)-3-({4-[3-fluoro-3′-(methyloxy)-4-biphenylyl]-5-oxo-4,5-dihydro-1H-1,2,4-triazol-3-yl}methyl)-1-pyrrolidinecarboxylate (0.226 mmol). Added to the vial was 4N HCl in dioxane (2.0 mL). The vial was capped and the solution was stirred at room temperature for 2 h. The solution was concentrated in vacuo. Into the vial were place dichloromethane (1 mL) and N,N-diisopropylethylamine (0.14 mL). The solution was cooled in an ice bath. Into a sepa... Reactants: C(C)(=O)OCC (ethyl acetate), C(O)([O-])=O.[Na+] (Sodium hydrogen carbonate), NC1=NC(=C(C(=N1)C1=C(C=C(C=C1)C)C)C=O)S (2-Amino-4-(2,4-dimethylphenyl)-6-mercapto-pyrimidine-5-carbaldehyde), BrCS(=O)(=O)NC1CC1 (C-bromo-N-cyclopropyl-methane sulphonamide). Solvent: CN(C)C=O (DMF). Reaction conditions: temperature 85 celsius. The product is NC1=NC(=C(C(=N1)SCS(=O)(=O)NC1CC1)C=O)C1=C(C=C(C=C1)C)C (C-[2-amino-6-(2,4-dimethyl-phenyl)-5-formyl-pyrimidin-4-ylsulfanyl]-N-cyclopropyl-methanesulfonamide). Reaction SMILES: C(=O)([O-])O.[Na+].[NH2:6][C:7]1[N:12]=[C:11]([C:13]2[CH:18]=[CH:17][C:16]([CH3:19])=[CH:15][C:14]=2[CH3:20])[C:10]([CH:21]=[O:22])=[C:9]([SH:23])[N:8]=1.Br[CH2:25][S:26]([NH:29][CH:30]1[CH2:32][CH2:31]1)(=[O:28])=[O:27].C(OCC)(=O)C>CN(C=O)C>[NH2:6][C:7]1[N:8]=[C:9]([S:23][CH2:25][S:26]([NH:29][CH:30]2[CH2:32][CH2:31]2)(=[O:28])=[O:27])[C:10]([CH:21]=[O:22])=[C:11]([C:13]2[CH:18]=[CH:17][C:16]([CH3:19])=[CH:15][C:14]=2[CH3:20])[N:12]=1 |f:0.1|. Reported procedure: Sodium hydrogen carbonate was added to a solution of 2-Amino-4-(2,4-dimethylphenyl)-6-mercapto-pyrimidine-5-carbaldehyde in DMF and the suspension stirred. C-bromo-N-cyclopropyl-methane sulphonamide was added, and the mixture heated, ˜85° C., for ˜3 hrs. The resulting suspension was allowed to cool and ethyl acetate added, the mixture was washed with water and saturated aqueous sodium chloride solution. The solution was dried over anhydrous sodium sulphate and concentrated to a pale yellow solid... Reactants: BrC=1C=C(COC2CN(CCC2C2=CC=C(C=C2)OCCCOCC2=C(C=CC=C2)OC)C(=O)OC(C)(C)C)C=CC1 (tert-butyl 3-(3-bromobenzyloxy)-4-{4-[3-(2-methoxybenzyloxy)propoxy]phenyl}piperidine-1-carboxylate), C(C)(C)N (isopropylamine). Product: C(C)(C)NC=1C=C(COC2CN(CCC2C2=CC=C(C=C2)OCCCOCC2=C(C=CC=C2)OC)C(=O)OC(C)(C)C)C=CC1 (tert-Butyl 3-(3-isopropylaminobenzyloxy)-4-{4-[3-(2-methoxybenzyloxy)propoxy]phenyl}piperidine-1-carboxylate). RXN SMILES: Br[C:2]1[CH:3]=[C:4]([CH:40]=[CH:41][CH:42]=1)[CH2:5][O:6][CH:7]1[CH:12]([C:13]2[CH:18]=[CH:17][C:16]([O:19][CH2:20][CH2:21][CH2:22][O:23][CH2:24][C:25]3[CH:30]=[CH:29][CH:28]=[CH:27][C:26]=3[O:31][CH3:32])=[CH:15][CH:14]=2)[CH2:11][CH2:10][N:9]([C:33]([O:35][C:36]([CH3:39])([CH3:38])[CH3:37])=[O:34])[CH2:8]1.[CH:43]([NH2:46])([CH3:45])[CH3:44]>>[CH:43]([NH:46][C:2]1[CH:3]=[C:4]([CH:40]=[CH:41][CH:42]=1)[CH2:5][O:6][CH:7]1[CH:12]([C:13]2[CH:18]=[CH:17][C:16]([O:19][CH2:20][CH2:21][CH2:22][O:23][CH2:24][C:25]3[CH:30]=[CH:29][CH:28]=[CH:27][C:26]=3[O:31][CH3:32])=[CH:15][CH:14]=2)[CH2:11][CH2:10][N:9]([C:33]([O:35][C:36]([CH3:39])([CH3:38])[CH3:37])=[O:34])[CH2:8]1)([CH3:45])[CH3:44]. Procedure details: Analogously to Example 125a, 0.510 g of tert-butyl 3-(3-bromobenzyloxy)-4-{4-[3-(2-methoxybenzyloxy)propoxy]phenyl}piperidine-1-carboxylate and 0.086 ml of isopropylamine are reacted. The title compound is obtained as a yellowish oil. Rf=0.30 (1:2 EtOAc-heptane); Rt=5.18. Starting materials: Cl (HCl), P(=O)(OCC)(OCC)OC1=CC=C(C=C1)CO[Si](C)(C)C(C)(C)C (diethyl 4-(TBDMS-oxymethyl)phenyl phosphate), C([O-])(O)=O.[Na+] (sodium bicarbonate), resultant solution. The solvent is C(C)O (ethanol). Product: P(=O)(OCC)(OCC)OC1=CC=C(C=C1)CO (diethyl 4-(hydroxymethyl)phenyl phosphate). The yield is 98.0%. RXN SMILES: Cl.[P:2]([O:10][C:11]1[CH:16]=[CH:15][C:14]([CH2:17][O:18][Si](C(C)(C)C)(C)C)=[CH:13][CH:12]=1)([O:7][CH2:8][CH3:9])([O:4][CH2:5][CH3:6])=[O:3].C(=O)(O)[O-].[Na+]>C(O)C>[P:2]([O:10][C:11]1[CH:12]=[CH:13][C:14]([CH2:17][OH:18])=[CH:15][CH:16]=1)([O:7][CH2:8][CH3:9])([O:4][CH2:5][CH3:6])=[O:3] |f:2.3|. Procedure details: The solution of HCl (8 ml) in ethanol (100 ml) was added to diethyl 4-(TBDMS-oxymethyl)phenyl phosphate. The resultant solution was stirred for 20 minutes and neutralized with sodium bicarbonate. The mixture was extracted three times with ether and the combined organic layer was dried over magnesium sulfate. After removal of solvent, the compound was obtained in a yield of 98%. Without further purification, it was directly used in next step.